From a dataset of the Open Reaction Database (ORD), a public repository of structured organic reaction records. describe an organic reaction: reactants, conditions, products, and yield Starting materials: N#CC(CCCCC(=O)O)c1cccc2ccccc12, O=C([O-])O, C1CCOC1, O=C(Cl)C(=O)Cl, Cl, Cl, NO, [Na+]. The product is N#CC(CCCCC(=O)NO)c1cccc2ccccc12. RXN SMILES: [C:1](#[N:2])[CH:3]([CH2:4][CH2:5][CH2:6][CH2:7][C:8](=[O:9])[OH:10])[c:11]1[cH:12][cH:13][cH:14][c:15]2[cH:16][cH:17][cH:18][cH:19][c:20]12.[C:36](=[O:37])([O-:38])[OH:39].[CH2:31]1[O:32][CH2:33][CH2:34][CH2:35]1.[Cl:21][C:22]([C:23]([Cl:24])=[O:25])=[O:26].[ClH:27].[ClH:30].[NH2:28][OH:29].[Na+:40]>>[C:1](#[N:2])[CH:3]([CH2:4][CH2:5][CH2:6][CH2:7][C:8](=[O:9])[NH:28][OH:29])[c:11]1[cH:12][cH:13][cH:14][c:15]2[cH:16][cH:17][cH:18][cH:19][c:20]12. Starting materials: C=CC, C=C, Cc1ccccc1, CC(C)=O, [H][H]. Yields the product C=CC, C=C. RXN SMILES: [CH2:1]=[CH:2][CH3:3].[CH2:4]=[CH2:5].[CH3:12][c:13]1[cH:14][cH:15][cH:16][cH:17][cH:18]1.[CH3:6][C:7](=[O:8])[CH3:9].[H:10][H:11]>>[CH2:1]=[CH:2][CH3:3].[CH2:6]=[CH2:7]. Starting materials: CCCCCC1CC2CCC(C1)N2, CCCCCCC, CCOC(C)=O, CC(CI)CN1C(=O)COc2cc(F)ccc21. The product is CCCCCC1CC2CCC(C1)N2CC(C)CN1C(=O)COc2cc(F)ccc21. RXN SMILES: [CH2:18]([CH2:19][CH2:20][CH2:21][CH3:22])[CH:23]1[CH2:24][CH:25]2[CH2:26][CH2:27][CH:28]([CH2:29]1)[NH:30]2.[CH3:31][CH2:32][CH2:33][CH2:34][CH2:35][CH2:36][CH3:37].[CH3:38][CH2:39][O:40][C:41]([CH3:42])=[O:43].[F:1][c:2]1[cH:3][c:4]2[c:5]([cH:16][cH:17]1)[N:6]([CH2:11][CH:12]([CH2:13][I:14])[CH3:15])[C:7](=[O:10])[CH2:8][O:9]2>>[F:1][c:2]1[cH:3][c:4]2[c:5]([cH:16][cH:17]1)[N:6]([CH2:11][CH:12]([CH2:13][N:30]1[CH:25]3[CH2:24][CH:23]([CH2:18][CH2:19][CH2:20][CH2:21][CH3:22])[CH2:29][CH:28]1[CH2:27][CH2:26]3)[CH3:15])[C:7](=[O:10])[CH2:8][O:9]2. Starting materials: OCC=1C=C(C=C(C1)C(C)(C)S)C(O[SiH](C)C)C(C)(C)C (5-hydroxymethyl-1-(1-mercapto-1-methylethyl)-3-[(tert-butyl)dimethylsilanyloxymethyl]benzene). Solvent: C(C)(=O)O.C1CCOC1.O (acetic acid THF water). Yields the product OCC=1C=C(C=C(C1)CO)C(C)(C)S (3,5-bis(hydroxymethyl)-1-(1-mercapto-1-methylethyl)benzene). Isolated yield 64.4%. RXN SMILES: [OH:1][CH2:2][C:3]1[CH:4]=[C:5]([CH:13](C(C)(C)C)[O:14][SiH](C)C)[CH:6]=[C:7]([C:9]([SH:12])([CH3:11])[CH3:10])[CH:8]=1>C(O)(=O)C.C1COCC1.O>[OH:1][CH2:2][C:3]1[CH:8]=[C:7]([C:9]([SH:12])([CH3:10])[CH3:11])[CH:6]=[C:5]([CH2:13][OH:14])[CH:4]=1 |f:1.2.3|. Reported procedure: A solution of 43 mg of 5-hydroxymethyl-1-(1-mercapto-1-methylethyl)-3-[(tert-butyl)dimethylsilanyloxymethyl]benzene in 1 ml of an acetic acid/THF/water (3/1/1) mixture is stirred at AT for 4.5 h and concentrated under RP, and then the residue is taken up in 3 ml of water. The pH of the aqueous phase is brought to 7 by addition of a 10% aqueous Na2CO3 solution and then the aqueous phase is extracted with AcOEt. The organic phase is dried over MgSO4 and concentrated under RP. 18 mg of 3,5-bis(hydr... The reactants are CCN(C(C)C)C(C)C, O=C=Nc1cccc(Cl)c1, ClCCl, Cl, FC(F)(F)c1ccccc1OC1CCNCC1. The product is O=C(Nc1cccc(Cl)c1)N1CCC(Oc2ccccc2C(F)(F)F)CC1. RXN SMILES: [CH:29]([N:30]([CH2:31][CH3:32])[CH:33]([CH3:34])[CH3:35])([CH3:36])[CH3:37].[Cl:19][c:20]1[cH:21][c:22]([N:26]=[C:27]=[O:28])[cH:23][cH:24][cH:25]1.[Cl:38][CH2:39][Cl:40].[ClH:1].[F:2][C:3]([c:4]1[c:5]([O:6][CH:7]2[CH2:8][CH2:9][NH:10][CH2:11][CH2:12]2)[cH:13][cH:14][cH:15][cH:16]1)([F:17])[F:18]>>[F:2][C:3]([c:4]1[c:5]([O:6][CH:7]2[CH2:8][CH2:9][N:10]([C:27]([NH:26][c:22]3[cH:21][c:20]([Cl:19])[cH:25][cH:24][cH:23]3)=[O:28])[CH2:11][CH2:12]2)[cH:13][cH:14][cH:15][cH:16]1)([F:17])[F:18]. Starting materials: COc1ccc2nc(S(C)(=O)=O)ccc2c1, [Cl-], Fc1ccc(S)c(F)c1, [Na+]. The product is COc1ccc2nc(S(C)(=O)=O)ccc2c1Sc1ccc(F)cc1F. As a reaction SMILES: [CH3:1][S:2](=[O:3])(=[O:4])[c:5]1[n:6][c:7]2[cH:8][cH:9][c:10]([O:15][CH3:16])[cH:11][c:12]2[cH:13][cH:14]1.[Cl-:26].[F:17][c:18]1[c:19]([SH:25])[cH:20][cH:21][c:22]([F:24])[cH:23]1.[Na+:27]>>[CH3:1][S:2](=[O:3])(=[O:4])[c:5]1[n:6][c:7]2[cH:8][cH:9][c:10]([O:15][CH3:16])[c:11]([S:25][c:19]3[c:18]([F:17])[cH:23][c:22]([F:24])[cH:21][cH:20]3)[c:12]2[cH:13][cH:14]1.